This data is from the Open Reaction Database (ORD), a public repository of structured organic reaction records. The task is: describe an organic reaction: reactants, conditions, products, and yield Starting materials: C(C)OC(=O)CCCCCCN1C(C=NC2=CC(=CC=C12)Br)=O (1-((1-ethoxycarbonyl)hexyl)6-bromoquinoxaline-2(1H)-one), OO (H2O2), ice. Solvent: C(C)(=O)O (acetic acid). Yields the product C(C)OC(=O)CCCCCCN1C(C(NC2=CC(=CC=C12)Br)=O)=O (1-((1-Ethoxycarbonyl)hexyl)-6-bromoquinoxaline-2,3(1H,4H)-dione). RXN SMILES: [CH2:1]([O:3][C:4]([CH2:6][CH2:7][CH2:8][CH2:9][CH2:10][CH2:11][N:12]1[C:21]2[C:16](=[CH:17][C:18]([Br:22])=[CH:19][CH:20]=2)[N:15]=[CH:14][C:13]1=[O:23])=[O:5])[CH3:2].[OH:24]O>C(O)(=O)C>[CH2:1]([O:3][C:4]([CH2:6][CH2:7][CH2:8][CH2:9][CH2:10][CH2:11][N:12]1[C:21]2[C:16](=[CH:17][C:18]([Br:22])=[CH:19][CH:20]=2)[NH:15][C:14](=[O:24])[C:13]1=[O:23])=[O:5])[CH3:2]. Procedure: The above ester (3.43 g, 9.0 mmol) was reacted with 30% H2O2 (14.9 ml) in glacial acetic acid (40 ml) at 55° C. for 20h. The mixture was poured onto crushed ice (250 ml) and extracted with ethyl acetate (2×400 ml). The combined organic extract was washed with half saturated sodium hydrogen carbonate solution and water, dried (Na2SO4), evaporated to dryness and stripped with ether. The product was triturated with heptane (20 ml) overnight, the precipitate filtered off, washed with heptane and dri...